Dataset: the Open Reaction Database (ORD), a public repository of structured organic reaction records. Task: describe an organic reaction: reactants, conditions, products, and yield The reactants are S(=O)([O-])S(=O)[O-].[Na+].[Na+] (sodium hydrosulfite), COC(=O)C1=CC(=C(C=C1)[N+](=O)[O-])NC (methyl-3-(methylamino)-4-nitrobenzene carboxylate), C([O-])(O)=O.[Na+] (sodium bicarbonate). Solvent: O1CCCC1 (tetrahydrofuran), C(C)O (ethanol). Reaction conditions: time 2 hour. The product is NC1=C(C=C(C(=O)OC)C=C1)NC (methyl 4-amino-3-(methylamino)benzoate). The yield is 68.5%. RXN SMILES: S(S([O-])=O)([O-])=O.[Na+].[Na+].[CH3:9][O:10][C:11]([C:13]1[CH:18]=[CH:17][C:16]([N+:19]([O-])=O)=[C:15]([NH:22][CH3:23])[CH:14]=1)=[O:12].C(=O)(O)[O-].[Na+]>O1CCCC1.C(O)C>[NH2:19][C:16]1[CH:17]=[CH:18][C:13]([C:11]([O:10][CH3:9])=[O:12])=[CH:14][C:15]=1[NH:22][CH3:23] |f:0.1.2,4.5|. Procedure details: Add an aqueous solution of sodium hydrosulfite (17.4 g, 100 mmol in 80 mL of water) to methyl-3-(methylamino)-4-nitrobenzene carboxylate (855 mg, 4.75 mmol) in tetrahydrofuran (70 mL) and ethanol (30 mL) at 0° C. The orange solution turned to an orange suspension upon addition. Stir the mixture at room temperature for 2 hours. The orange suspension turned to a yellow suspension over this time. Add saturated sodium bicarbonate (100 mL) then the yellow suspension turned colorless. Extract the mixt... Reactants: CC(C)(C)OC(=O)N(Cc1ccc(C(=O)O)cc1)Cc1ncc[nH]1, C1CCC(N2CCC3(CCNC3)CC2)CC1, Cl, Cl. Product: CC(C)(C)OC(=O)N(Cc1ccc(C(=O)N2CCC3(CCN(C4CCCCC4)CC3)C2)cc1)Cc1ncc[nH]1. As a reaction SMILES: [C:1]([CH3:2])([CH3:3])([CH3:4])[O:5][C:6](=[O:7])[N:8]([CH2:9][c:10]1[nH:11][cH:12][cH:13][n:14]1)[CH2:15][c:16]1[cH:17][cH:18][c:19]([C:20](=[O:21])[OH:22])[cH:23][cH:24]1.[CH:27]1([N:33]2[CH2:34][CH2:35][C:36]3([CH2:37][CH2:38][NH:39][CH2:40]3)[CH2:41][CH2:42]2)[CH2:28][CH2:29][CH2:30][CH2:31][CH2:32]1.[ClH:25].[ClH:26]>>[C:1]([CH3:2])([CH3:3])([CH3:4])[O:5][C:6](=[O:7])[N:8]([CH2:9][c:10]1[nH:11][cH:12][cH:13][n:14]1)[CH2:15][c:16]1[cH:17][cH:18][c:19]([C:20](=[O:21])[N:39]2[CH2:38][CH2:37][C:36]3([CH2:35][CH2:34][N:33]([CH:27]4[CH2:28][CH2:29][CH2:30][CH2:31][CH2:32]4)[CH2:42][CH2:41]3)[CH2:40]2)[cH:23][cH:24]1. The reactants are CC(=O)O, COc1ccc(Oc2cccc(C=NO)c2)cc1, [Zn]. Yields the product COc1ccc(Oc2cccc(CN)c2)cc1. As a reaction SMILES: [CH3:19][C:20](=[O:21])[OH:22].[CH3:1][O:2][c:3]1[cH:4][cH:5][c:6]([O:7][c:8]2[cH:9][c:10]([CH:11]=[N:12][OH:13])[cH:14][cH:15][cH:16]2)[cH:17][cH:18]1.[Zn:23]>>[CH3:1][O:2][c:3]1[cH:4][cH:5][c:6]([O:7][c:8]2[cH:9][c:10]([CH2:11][NH2:12])[cH:14][cH:15][cH:16]2)[cH:17][cH:18]1.